describe an organic reaction: reactants, conditions, products, and yield From a dataset of the Open Reaction Database (ORD), a public repository of structured organic reaction records. The reactants are [Al+3], CCOc1ccc(-c2ccc(C=O)[se]2)c(F)c1F, CCOCC, [H-], [H-], [H-], [H-], [H][H], [Li+], O. Yields the product CCOc1ccc(-c2ccc(CO)[se]2)c(F)c1F. As a reaction SMILES: [Al+3:20].[CH2:1]([CH3:2])[O:3][c:4]1[c:5]([F:18])[c:6]([F:17])[c:7](-[c:10]2[cH:11][cH:12][c:13]([CH:15]=[O:16])[se:14]2)[cH:8][cH:9]1.[CH3:28][CH2:29][O:30][CH2:31][CH3:32].[H-:19].[H-:22].[H-:23].[H-:24].[H:26][H:27].[Li+:21].[OH2:25]>>[CH2:1]([CH3:2])[O:3][c:4]1[c:5]([F:18])[c:6]([F:17])[c:7](-[c:10]2[cH:11][cH:12][c:13]([CH2:15][OH:16])[se:14]2)[cH:8][cH:9]1. The reactants are CO, COC(=O)NCc1cc(F)ccc1COc1cc(C)n(-c2cc(C(=O)OC)ccc2C)c(=O)c1, [Na+], [OH-], O, O=C(O)CC(O)(CC(=O)O)C(=O)O. The product is COC(=O)NCc1cc(F)ccc1COc1cc(C)n(-c2cc(C(=O)O)ccc2C)c(=O)c1. RXN SMILES: [CH3:51][OH:52].[F:1][c:2]1[cH:3][c:4]([CH2:29][NH:30][C:31](=[O:32])[O:33][CH3:34])[c:5]([CH2:6][O:7][c:8]2[cH:9][c:10](=[O:26])[n:11](-[c:15]3[cH:16][c:17]([C:18](=[O:19])[O:20][CH3:21])[cH:22][cH:23][c:24]3[CH3:25])[c:12]([CH3:14])[cH:13]2)[cH:27][cH:28]1.[Na+:36].[OH-:35].[OH2:37].[OH:38][C:39]([CH2:40][C:41]([C:42](=[O:43])[OH:44])([CH2:45][C:46](=[O:47])[OH:48])[OH:49])=[O:50]>>[F:1][c:2]1[cH:3][c:4]([CH2:29][NH:30][C:31](=[O:32])[O:33][CH3:34])[c:5]([CH2:6][O:7][c:8]2[cH:9][c:10](=[O:26])[n:11](-[c:15]3[cH:16][c:17]([C:18](=[O:19])[OH:20])[cH:22][cH:23][c:24]3[CH3:25])[c:12]([CH3:14])[cH:13]2)[cH:27][cH:28]1. Reactants: ClCC(=O)OC(CCl)=O (chloroacetic anhydride), N(N)C1=C2C=C(C(=NC2=CC=N1)C1=CC=C(CNC(OC(C)(C)C)=O)C=C1)C1=CC=CC=C1 (tert-butyl 4-(5-hydrazino-3-phenyl-1,6-naphthyridin-2-yl)benzylcarbamate), ClCC(=O)OC(CCl)=O (chloroacetic anhydride), N1=CC=CC=C1 (pyridine). Reagents/catalysts: CN(C)C=1C=CN=CC1 (DMAP). The solvent is C(Cl)Cl (CH2Cl2). Conditions: time 2 hour. Product: ClCC1=NN=C2C=3C=C(C(=NC3C=CN21)C2=CC=C(CNC(OC(C)(C)C)=O)C=C2)C2=CC=CC=C2 (tert-Butyl 4-[3-(chloromethyl)-9-phenyl[1,2,4]triazolo[3,4-f]-1,6-naphthyridin-8-yl]benzylcarbamate). Reaction SMILES: [NH:1]([C:3]1[N:12]=[CH:11][CH:10]=[C:9]2[C:4]=1[CH:5]=[C:6]([C:28]1[CH:33]=[CH:32][CH:31]=[CH:30][CH:29]=1)[C:7]([C:13]1[CH:27]=[CH:26][C:16]([CH2:17][NH:18][C:19](=[O:25])[O:20][C:21]([CH3:24])([CH3:23])[CH3:22])=[CH:15][CH:14]=1)=[N:8]2)[NH2:2].N1C=CC=CC=1.[Cl:40][CH2:41][C:42](OC(=O)CCl)=O>C(Cl)Cl.CN(C1C=CN=CC=1)C>[Cl:40][CH2:41][C:42]1[N:12]2[C:3]([C:4]3[CH:5]=[C:6]([C:28]4[CH:29]=[CH:30][CH:31]=[CH:32][CH:33]=4)[C:7]([C:13]4[CH:14]=[CH:15][C:16]([CH2:17][NH:18][C:19](=[O:25])[O:20][C:21]([CH3:24])([CH3:23])[CH3:22])=[CH:26][CH:27]=4)=[N:8][C:9]=3[CH:10]=[CH:11]2)=[N:1][N:2]=1. Reported procedure: To a suspension of 16-2 (1.2 g, 2.7 mmol) in CH2Cl2 (10 ml) was added DMAP (0.03 g, 0.03 mmol) and pyridine (0.4 ml, 5.4 mmol) followed by chloroacetic anhydride (0.5 g, 3.0 mmol). The reaction mixture was stirred at room temperature for 2 h before adding additional chloroacetic anhydride (0.2 g, 0.9 mmol). After stirring for an additional 10 min the solvent was removed in vacuo. The residue was partitioned between saturated aqueous NaHCO3 and EtOAc (3×30 ml). The combined organic layers were wa... Starting materials: C(C)OC(C(C)(C1=CC=C(C=C1)C)C)=O (2-methyl-2-p-tolyl-propionic acid ethyl ester), BrN1C(CCC1=O)=O (N-bromosuccinimide). Reagents/catalysts: N(=NC1(CCCCC1)C#N)C1(CCCCC1)C#N (1,1′-azobis(cyclohexanecarbonitrile)). Solvent: C(Cl)(Cl)(Cl)Cl (CCl4), O (water), C(Cl)Cl (CH2Cl2). The product is C(C)OC(C(C)(C)C1=CC=C(C=C1)CBr)=O (2-(4-bromomethyl-phenyl)-2-methyl-propionic acid ethyl ester). Isolated yield 97.7%. RXN SMILES: [CH2:1]([O:3][C:4](=[O:15])[C:5]([CH3:14])([C:7]1[CH:12]=[CH:11][C:10]([CH3:13])=[CH:9][CH:8]=1)[CH3:6])[CH3:2].[Br:16]N1C(=O)CCC1=O>C(Cl)(Cl)(Cl)Cl.O.C(Cl)Cl.N(C1(C#N)CCCCC1)=NC1(C#N)CCCCC1>[CH2:1]([O:3][C:4](=[O:15])[C:5]([C:7]1[CH:8]=[CH:9][C:10]([CH2:13][Br:16])=[CH:11][CH:12]=1)([CH3:14])[CH3:6])[CH3:2]. Reported procedure: To a solution of 2-methyl-2-p-tolyl-propionic acid ethyl ester (263 mg, 1.27 mmol) and N-bromosuccinimide (272 mg, 1.53 mmol) in CCl4 (15 mL) was added 1,1′-azobis(cyclohexanecarbonitrile) (15.5 mg, 0.06 mmol). The reaction was heated at reflux for 1 h and was diluted with water and CH2Cl2. The layers were separated and the aqueous layer was washed with CH2Cl2 (3×). The combined organic solutions were dried (MgSO4), filtered, and concentrated. Medium pressure chromatography (95:5 hexanes:EtOAc) ... Starting materials: COC1=CC=C(C=C1)NC1=CC=C(C=C1)OC (bis-(4-methoxy-phenyl)-amine), [O-]C#N.[Na+] (sodium cyanate), [OH-].[Na+] (sodium hydroxide). Solvent: C(C)(=O)O (acetic acid), O (water). Yields the product COC1=CC=C(C=C1)N(C(=O)N)C1=CC=C(C=C1)OC (1,1-bis-(4-methoxy-phenyl)-urea). Reaction SMILES: [CH3:1][O:2][C:3]1[CH:8]=[CH:7][C:6]([NH:9][C:10]2[CH:15]=[CH:14][C:13]([O:16][CH3:17])=[CH:12][CH:11]=2)=[CH:5][CH:4]=1.[O-:18][C:19]#[N:20].[Na+].[OH-].[Na+]>C(O)(=O)C.O>[CH3:17][O:16][C:13]1[CH:14]=[CH:15][C:10]([N:9]([C:6]2[CH:5]=[CH:4][C:3]([O:2][CH3:1])=[CH:8][CH:7]=2)[C:19]([NH2:20])=[O:18])=[CH:11][CH:12]=1 |f:1.2,3.4|. Procedure: A solution of 423 mg (1.85 mmol) bis-(4-methoxy-phenyl)-amine in 8 ml acetic acid is treated with 120 mg (1.85 mmol)sodium cyanate. After 4.5 h the reaction mixture is poured onto a solution of 8 g sodium hydroxide in 100 ml water. The resultant precipitate is filtered off and dried.